This data is from the Open Reaction Database (ORD), a public repository of structured organic reaction records. The task is: describe an organic reaction: reactants, conditions, products, and yield The reactants are Amide, C(Cl)Cl.CCOC(=O)C (DCM EtOAc), FC=1C=CC=2N(C1)C=C(N2)C2=CC=C(N)C=C2 (4-(6-fluoroimidazo[1,2-a]pyridin-2-yl)aniline), CN(C1=CC=C(C(=O)Cl)C=C1)C (4-dimethylaminobenzoyl chloride). Run in N1=CC=CC=C1 (pyridine). The product is CN(C1=CC=C(C(=O)NC2=CC=C(C=C2)C=2N=C3N(C=C(C=C3)F)C2)C=C1)C (4-(Dimethylamino)-N-[4-(6-fluoroimidazo[1,2-a]pyridine-2-yl)phenyl]benzamide). Isolated yield 35.8%. As a reaction SMILES: [F:1][C:2]1[CH:3]=[CH:4][C:5]2[N:6]([CH:8]=[C:9]([C:11]3[CH:17]=[CH:16][C:14]([NH2:15])=[CH:13][CH:12]=3)[N:10]=2)[CH:7]=1.[CH3:18][N:19]([CH3:29])[C:20]1[CH:28]=[CH:27][C:23]([C:24](Cl)=[O:25])=[CH:22][CH:21]=1.C(Cl)Cl.CCOC(C)=O>N1C=CC=CC=1>[CH3:18][N:19]([CH3:29])[C:20]1[CH:28]=[CH:27][C:23]([C:24]([NH:15][C:14]2[CH:16]=[CH:17][C:11]([C:9]3[N:10]=[C:5]4[CH:4]=[CH:3][C:2]([F:1])=[CH:7][N:6]4[CH:8]=3)=[CH:12][CH:13]=2)=[O:25])=[CH:22][CH:21]=1 |f:2.3|. Procedure details: Prepared as described in the Amide Coupling section using 4-(6-fluoroimidazo[1,2-a]pyridin-2-yl)aniline (100 mg, 0.44 mmol) and 4-dimethylaminobenzoyl chloride (81 mg, 0.44 mmol) in dry pyridine (5 ml) to give the title compound (59 mg, 36%) as a pale yellow solid after work-up and flash chromatography (1:1 DCM/EtOAc). The reactants are CC(=CC(CO)NC(=O)OC(C)(C)C)CCCP(=O)(OC(C)C)OC(C)C, O=C([O-])O, [Cl-], [Na+], [Na+], C1COCCO1, O, [Pt], O=S(=O)(O)O. Yields the product CC(=CC(NC(=O)OC(C)(C)C)C(=O)O)CCCP(=O)(OC(C)C)OC(C)C. As a reaction SMILES: [C:1]([CH3:2])([CH3:3])([CH3:4])[O:5][C:6]([NH:7][CH:8]([CH2:9][OH:10])[CH:11]=[C:12]([CH2:13][CH2:14][CH2:15][P:16](=[O:17])([O:18][CH:19]([CH3:20])[CH3:21])[O:22][CH:23]([CH3:24])[CH3:25])[CH3:26])=[O:27].[C:28]([O-:29])(=[O:30])[OH:31].[Cl-:34].[Na+:32].[Na+:33].[O:40]1[CH2:41][CH2:42][O:43][CH2:44][CH2:45]1.[OH2:46].[Pt:47].[S:35](=[O:36])(=[O:37])([OH:38])[OH:39]>>[C:1]([CH3:2])([CH3:3])([CH3:4])[O:5][C:6]([NH:7][CH:8]([C:9](=[O:10])[OH:29])[CH:11]=[C:12]([CH2:13][CH2:14][CH2:15][P:16](=[O:17])([O:18][CH:19]([CH3:20])[CH3:21])[O:22][CH:23]([CH3:24])[CH3:25])[CH3:26])=[O:27]. Reactants: C1(CC1)C1=CC(=NN1)NC1=NC(=NC=C1)NCC1=C2C=NN(C2=CC=C1)C1OCCCC1 (N4-(5-cyclopropyl-1H-pyrazol-3-yl)-N2-((1-(tetrahydro-2H-pyran-2-yl)-1H-indazol-4-yl)methyl)pyrimidine-2,4-diamine), CC=1C=CC(=CC1)S(=O)(=O)O.O (p-TsOH.H2O). Run in CO (MeOH), O (water). Conditions: temperature 80 celsius. The product is N1N=CC2=C(C=CC=C12)CNC1=NC=CC(=N1)NC1=NNC(=C1)C1CC1 (N2-((1H-Indazol-4-yl)methyl)-N4-(5-cyclopropyl-1H-pyrazol-3-yl)pyrimidine-2,4-diamine). As a reaction SMILES: [CH:1]1([C:4]2[NH:8][N:7]=[C:6]([NH:9][C:10]3[CH:15]=[CH:14][N:13]=[C:12]([NH:16][CH2:17][C:18]4[CH:26]=[CH:25][CH:24]=[C:23]5[C:19]=4[CH:20]=[N:21][N:22]5C4CCCCO4)[N:11]=3)[CH:5]=2)[CH2:3][CH2:2]1.CC1C=CC(S(O)(=O)=O)=CC=1.O>CO.O>[NH:22]1[C:23]2[C:19](=[C:18]([CH2:17][NH:16][C:12]3[N:11]=[C:10]([NH:9][C:6]4[CH:5]=[C:4]([CH:1]5[CH2:2][CH2:3]5)[NH:8][N:7]=4)[CH:15]=[CH:14][N:13]=3)[CH:26]=[CH:25][CH:24]=2)[CH:20]=[N:21]1 |f:1.2|. Procedure details: To a solution of 200 (215 mg, 0.5 mmol) in MeOH (5 mL) and water (1 mL) was added p-TsOH.H2O (95 mg, 0.5 mmol) and the mixture was heated in a sealed tube at 80° C. overnight. The solvent was evaporated in vacuo. The residue was purified by preparative HPLC to afford 110 mg (63%) of I-59 as white solid. The reactants are COC1=CC=C(OC2=CC(=C(C(=C2)C)C(C)=O)C)C=C1 (1-(4-(4-methoxyphenoxy)-2,6-dimethylphenyl)ethanone), [Br-].[Br-].[Br-].C(CCC)[N+](CCCC)(CCCC)CCCC.C(CCC)[N+](CCCC)(CCCC)CCCC.C(CCC)[N+](CCCC)(CCCC)CCCC (tetrabutylammoniumtribromide). Run in C(C)#N (acetonitrile). Conditions: time 8 hour. Yields the product BrCC(=O)C1=C(C=C(C=C1C)OC1=CC=C(C=C1)OC)C (2-bromo-1-(4-(4-methoxyphenoxy)-2,6-dimethylphenyl)ethanone). The yield is 106.6%. As a reaction SMILES: [CH3:1][O:2][C:3]1[CH:20]=[CH:19][C:6]([O:7][C:8]2[CH:13]=[C:12]([CH3:14])[C:11]([C:15](=[O:17])[CH3:16])=[C:10]([CH3:18])[CH:9]=2)=[CH:5][CH:4]=1.[Br-:21].[Br-].[Br-].C([N+](CCCC)(CCCC)CCCC)CCC.C([N+](CCCC)(CCCC)CCCC)CCC.C([N+](CCCC)(CCCC)CCCC)CCC>C(#N)C>[Br:21][CH2:16][C:15]([C:11]1[C:12]([CH3:14])=[CH:13][C:8]([O:7][C:6]2[CH:19]=[CH:20][C:3]([O:2][CH3:1])=[CH:4][CH:5]=2)=[CH:9][C:10]=1[CH3:18])=[O:17] |f:1.2.3.4.5.6|. Reported procedure: To a solution of 1-(4-(4-methoxyphenoxy)-2,6-dimethylphenyl)ethanone (3.80 g, 14.1 mmol) in acetonitrile (28.1 mL) was added tetrabutylammoniumtribromide (TBABr3, 7.46 g, 15.5 mmol). The reaction was stirred at room temperature overnight. The solution was concentrated under reduced pressure, added with water, and extracted with ethyl acetate. The organic layer was washed with brine, dried over anhydrous MgSO4(s), and concentrated under reduced pressure to give 2-bromo-1-(4-(4-methoxyphenoxy)-2,6... Starting materials: C1(=CC=CC=C1)S(=O)(=O)N1C=C2C=3C(=CC=CC13)C1C(CN(C1C2)C)C(=O)OC (4-benzenesulphonyl-9-carbomethoxy-7-methyl-6,6a,7,8,9,9a-hexahydro-4H-indolo[6.5.4-cd]indole), [BH4-].[Na+] (sodium borohydride), O (water), [BH4-].[Na+] (sodium borohydride). The solvent is CO (methanol). Reaction conditions: temperature 60 celsius, time 4 hour. Yields the product C1(=CC=CC=C1)S(=O)(=O)N1C=C2C=3C(=CC=CC13)C1C(CN(C1C2)C)CO (4-Benzenesulphonyl-9-hydroxymethyl-7-methyl-6,6a,7,8,9,9a-hexahydro-4H-indolo[6,5,4-cd]indole). RXN SMILES: [C:1]1([S:7]([N:10]2[C:18]3[CH:17]=[CH:16][CH:15]=[C:14]4[CH:19]5[CH:23]([CH2:24][C:12]([C:13]=34)=[CH:11]2)[N:22]([CH3:25])[CH2:21][CH:20]5[C:26](OC)=[O:27])(=[O:9])=[O:8])[CH:6]=[CH:5][CH:4]=[CH:3][CH:2]=1.[BH4-].[Na+].O>CO>[C:1]1([S:7]([N:10]2[C:18]3[CH:17]=[CH:16][CH:15]=[C:14]4[CH:19]5[CH:23]([CH2:24][C:12]([C:13]=34)=[CH:11]2)[N:22]([CH3:25])[CH2:21][CH:20]5[CH2:26][OH:27])(=[O:9])=[O:8])[CH:2]=[CH:3][CH:4]=[CH:5][CH:6]=1 |f:1.2|. Procedure details: To a stirred solution of the 9-methyl ester (Example 14) (0.365 g) in dry methanol (4 cm3) under anhydrous conditions was added sodium borohydride (0.252 g) causing vigorous effervescence. After 2 hours further sodium borohydride (0.067 g) was added. After the initial effervescence had subsided the reaction was heated to 60° C. Reaction was indicated to be complete and after 4 hours water (4 cm3) was carefully added and the cloudy mixture allowed to cool to room temperature. The product was extr... Starting materials: COCN(c1cc(Cl)cnc1C(=O)N1CCOc2ccccc21)S(=O)(=O)c1ccc(Cl)c(C(F)(F)F)c1, Cl, O. Product: O=C(c1ncc(Cl)cc1NS(=O)(=O)c1ccc(Cl)c(C(F)(F)F)c1)N1CCOc2ccccc21. Reaction SMILES: [Cl:1][c:2]1[c:3]([C:34]([F:35])([F:36])[F:37])[cH:4][c:5]([S:8](=[O:9])(=[O:10])[N:11]([CH2:12][O:13][CH3:14])[c:15]2[c:16]([C:22](=[O:23])[N:24]3[CH2:25][CH2:26][O:27][c:28]4[c:29]3[cH:30][cH:31][cH:32][cH:33]4)[n:17][cH:18][c:19]([Cl:21])[cH:20]2)[cH:6][cH:7]1.[ClH:38].[OH2:39]>>[Cl:1][c:2]1[c:3]([C:34]([F:35])([F:36])[F:37])[cH:4][c:5]([S:8](=[O:9])(=[O:10])[NH:11][c:15]2[c:16]([C:22](=[O:23])[N:24]3[CH2:25][CH2:26][O:27][c:28]4[c:29]3[cH:30][cH:31][cH:32][cH:33]4)[n:17][cH:18][c:19]([Cl:21])[cH:20]2)[cH:6][cH:7]1.